Dataset: the Open Reaction Database (ORD), a public repository of structured organic reaction records. Task: describe an organic reaction: reactants, conditions, products, and yield Reactants: C1CCOC1, COc1ccc(OC)c(S(=O)(=O)Cl)c1, CC(C)c1ccc(-c2csc(N)n2)cc1, [H-], [Na+]. Product: COc1ccc(OC)c(S(=O)(=O)Nc2nc(-c3ccc(C(C)C)cc3)cs2)c1. As a reaction SMILES: [CH2:32]1[O:33][CH2:34][CH2:35][CH2:36]1.[CH3:16][O:17][c:18]1[c:19]([S:26](=[O:27])(=[O:28])[Cl:29])[cH:20][c:21]([O:24][CH3:25])[cH:22][cH:23]1.[CH:1]([CH3:2])([CH3:3])[c:4]1[cH:5][cH:6][c:7](-[c:10]2[n:11][c:12]([NH2:15])[s:13][cH:14]2)[cH:8][cH:9]1.[H-:31].[Na+:30]>>[CH:1]([CH3:2])([CH3:3])[c:4]1[cH:5][cH:6][c:7](-[c:10]2[n:11][c:12]([NH:15][S:26]([c:19]3[c:18]([O:17][CH3:16])[cH:23][cH:22][c:21]([O:24][CH3:25])[cH:20]3)(=[O:27])=[O:28])[s:13][cH:14]2)[cH:8][cH:9]1. The product is COc1ccc(C2(O)CCC3(CC2)OCCO3)cn1. As a reaction SMILES: [Br:1][c:2]1[cH:3][cH:4][c:5]([O:8][CH3:9])[n:6][cH:7]1.[CH2:26]1[O:27][CH2:28][CH2:29][CH2:30]1.[CH3:10][CH2:11][CH2:12][CH2:13][Li:14].[O:15]1[CH2:16][CH2:17][O:18][C:19]12[CH2:20][CH2:21][C:22](=[O:25])[CH2:23][CH2:24]2>>[c:2]1([C:22]2([OH:25])[CH2:21][CH2:20][C:19]3([O:15][CH2:16][CH2:17][O:18]3)[CH2:24][CH2:23]2)[cH:3][cH:4][c:5]([O:8][CH3:9])[n:6][cH:7]1. The reactants are COc1ccc(Br)cn1, C1CCOC1, [Li]CCCC, O=C1CCC2(CC1)OCCO2.